This data is from the Open Reaction Database (ORD), a public repository of structured organic reaction records. The task is: describe an organic reaction: reactants, conditions, products, and yield Reactants: CC(=O)[O-], CC(=O)[O-], CCC1C=C(C)CC(C)CC(OC)C2OC(O)(C(=O)C(=O)N3CCCCC3C(=O)OC(C(C)=CC3CCC(O)C(OC)C3)C(C)C(O)CC1=O)C(C)CC2OC, Cc1ccc([Bi](c2ccc(C)c(C)c2)c2ccc(C)c(C)c2)cc1C, ClCCl, [Cu+2], O=C(Oc1cccc(I)c1OC(=O)C(F)(F)F)C(F)(F)F, [Na+], O=C([O-])O. The product is CCC1C=C(C)CC(C)CC(OC)C2OC(O)(C(=O)C(=O)N3CCCCC3C(=O)OC(C(C)=CC3CCC(Oc4ccc(C)c(C)c4)C(OC)C3)C(C)C(O)CC1=O)C(C)CC2OC. As a reaction SMILES: [C:111]([O-:112])(=[O:113])[CH3:114].[C:116]([O-:117])(=[O:118])[CH3:119].[CH2:47]([CH3:48])[CH:49]1[C:50](=[O:102])[CH2:51][CH:52]([OH:101])[CH:53]([CH3:100])[CH:54]([C:88](=[CH:89][CH:90]2[CH2:91][CH:92]([O:97][CH3:98])[CH:93]([OH:96])[CH2:94][CH2:95]2)[CH3:99])[O:55][C:56](=[O:87])[CH:57]2[CH2:58][CH2:59][CH2:60][CH2:61][N:62]2[C:63](=[O:86])[C:64](=[O:85])[C:65]2([OH:84])[CH:66]([CH3:83])[CH2:67][CH:68]([O:81][CH3:82])[CH:69]([CH:70]([O:78][CH3:79])[CH2:71][CH:72]([CH3:77])[CH2:73][C:74]([CH3:76])=[CH:75]1)[O:80]2.[CH3:1][c:2]1[cH:3][c:4]([Bi:5]([c:6]2[cH:7][cH:8][c:9]([CH3:10])[c:11]([CH3:12])[cH:13]2)[c:18]2[cH:19][c:20]([CH3:25])[c:21]([CH3:24])[cH:22][cH:23]2)[cH:14][cH:15][c:16]1[CH3:17].[Cl:108][CH2:109][Cl:110].[Cu+2:115].[F:26][C:27]([F:28])([F:29])[C:30]([O:31][c:32]1[c:33]([O:34][C:35](=[O:36])[C:37]([F:38])([F:39])[F:40])[c:41]([I:42])[cH:43][cH:44][cH:45]1)=[O:46].[Na+:107].[O-:103][C:104]([OH:105])=[O:106]>>[c:18]1([O:96][CH:93]2[CH:92]([O:97][CH3:98])[CH2:91][CH:90]([CH:89]=[C:88]([CH:54]3[CH:53]([CH3:100])[CH:52]([OH:101])[CH2:51][C:50](=[O:102])[CH:49]([CH2:47][CH3:48])[CH:75]=[C:74]([CH3:76])[CH2:73][CH:72]([CH3:77])[CH2:71][CH:70]([O:78][CH3:79])[CH:69]4[CH:68]([O:81][CH3:82])[CH2:67][CH:66]([CH3:83])[C:65]([OH:84])([C:64](=[O:85])[C:63](=[O:86])[N:62]5[CH:57]([C:56](=[O:87])[O:55]3)[CH2:58][CH2:59][CH2:60][CH2:61]5)[O:80]4)[CH3:99])[CH2:95][CH2:94]2)[cH:19][c:20]([CH3:25])[c:21]([CH3:24])[cH:22][cH:23]1. Yields the product C(C)(=O)N1CC2(CC1)CN(C1=CC=C(C=C12)CCCCC(=O)N1CCC1)C(=O)NC=1SC(=CN1)Cl (1′-Acetyl-5-(5-(azetidin-1-yl)-5-oxopentyl)-N-(5-chlorothiazol-2-yl)spiro[indoline-3,3′-pyrrolidine]-1-carboxamide). The reactants are C(C)(=O)N1CC2(CC1)CN(C1=CC=C(C=C12)CCCCC(=O)O)C(NC=1SC(=CN1)Cl)=O (5-(1′-Acetyl-1-((5-chlorothiazol-2-yl)carbamoyl)spiro[indoline-3,3′-pyrrolidin]-5-yl)pentanoic acid), Cl.N1CCC1 (azetidine hydrochloride). Reaction SMILES: [C:1]([N:4]1[CH2:8][CH2:7][C:6]2([C:16]3[C:11](=[CH:12][CH:13]=[C:14]([CH2:17][CH2:18][CH2:19][CH2:20][C:21](O)=[O:22])[CH:15]=3)[N:10]([C:24](=[O:32])[NH:25][C:26]3[S:27][C:28]([Cl:31])=[CH:29][N:30]=3)[CH2:9]2)[CH2:5]1)(=[O:3])[CH3:2].Cl.[NH:34]1[CH2:37][CH2:36][CH2:35]1>>[C:1]([N:4]1[CH2:8][CH2:7][C:6]2([C:16]3[C:11](=[CH:12][CH:13]=[C:14]([CH2:17][CH2:18][CH2:19][CH2:20][C:21]([N:34]4[CH2:37][CH2:36][CH2:35]4)=[O:22])[CH:15]=3)[N:10]([C:24]([NH:25][C:26]3[S:27][C:28]([Cl:31])=[CH:29][N:30]=3)=[O:32])[CH2:9]2)[CH2:5]1)(=[O:3])[CH3:2] |f:1.2|. Procedure details: 5-(1′-Acetyl-1-((5-chlorothiazol-2-yl)carbamoyl)spiro[indoline-3,3′-pyrrolidin]-5-yl)pentanoic acid and azetidine hydrochloride Reactants: P(=O)(Cl)(Cl)Cl (phosphorus oxychloride), CN(C1=CC=CC=C1)C (N,N-dimethylaniline), P(=O)(Cl)(Cl)Cl (phosphorus oxychloride), N1(CCCCC1)CCNC=1NC(C=2N=CNC2N1)=O (2-(2-Piperidin-1-yl-ethylamino)-1,9-dihydro-purin-6-one). The product is ClC1=C2N=CNC2=NC(=N1)NCCN1CCCCC1 ((6-Chloro-9H-purin-2-yl)-(2-piperidin-1-yl-ethyl)-amine). Yield: 88.7%. As a reaction SMILES: CN(C)C1C=CC=CC=1.P(Cl)(Cl)([Cl:12])=O.[N:15]1([CH2:21][CH2:22][NH:23][C:24]2[NH:25][C:26](=O)[C:27]3[N:28]=[CH:29][NH:30][C:31]=3[N:32]=2)[CH2:20][CH2:19][CH2:18][CH2:17][CH2:16]1>>[Cl:12][C:26]1[N:25]=[C:24]([NH:23][CH2:22][CH2:21][N:15]2[CH2:20][CH2:19][CH2:18][CH2:17][CH2:16]2)[N:32]=[C:31]2[C:27]=1[N:28]=[CH:29][NH:30]2. Procedure: A mixture of N,N-dimethylaniline (4 ml, 31 mmol) and phosphorus oxychloride (30 ml, 314 mmol) was stirred at ambient temperature for 10 min before Intermediate 37 (5.5 g, 20 mmol) was added portionwise and was then refluxed for 15 min. On cooling the phosphorus oxychloride was evaporated in vacuo, the residue obtained was azeotroped with toluene (3×50 ml). Purification using flash column chromatography with a Biotage column (90 g, SiO2) eluting with 10% methanol/chloroform 1% ammonia gave the ti... The reactants are CN(C1=NC=C(C(=N1)OC)C1=N[C@@H]2CC[C@H](C[C@@H]2C2=CC(=C(C=C12)OC)OCC)O)C ((2R,4aR,10bR)-6-(2-Dimethylamino-4-methoxy-pyrimidin-5-yl)-9-ethoxy-8-methoxy-1,2,3,4,4a,10b-hexahydro-phenanthridin-2-ol), C(\C=C\C(=O)O)(=O)O (fumaric acid). The solvent is CC(=O)C (acetone), CC(=O)C (acetone), C(C)(C)O (isopropanol). The product is C(\C=C\C(=O)O)(=O)O.CN(C1=NC=C(C(=N1)OC)C1=N[C@@H]2CC[C@H](C[C@@H]2C2=CC(=C(C=C12)OC)OCC)O)C ((2R,4aR,10bR)-6-(2-Dimethylamino-4-methoxy-pyrimidin-5-yl)-9-ethoxy-8-methoxy-1,2,3,4,4a,10b-hexahydro-phenanthridin-2-ol fumarate). The yield is 57.0%. As a reaction SMILES: [CH3:1][N:2]([CH3:31])[C:3]1[N:8]=[C:7]([O:9][CH3:10])[C:6]([C:11]2[C:24]3[C:19](=[CH:20][C:21]([O:27][CH2:28][CH3:29])=[C:22]([O:25][CH3:26])[CH:23]=3)[C@@H:18]3[C@@H:13]([CH2:14][CH2:15][C@@H:16]([OH:30])[CH2:17]3)[N:12]=2)=[CH:5][N:4]=1.[C:32]([OH:39])(=[O:38])/[CH:33]=[CH:34]/[C:35]([OH:37])=[O:36]>CC(C)=O.C(O)(C)C>[C:32]([OH:39])(=[O:38])/[CH:33]=[CH:34]/[C:35]([OH:37])=[O:36].[CH3:31][N:2]([CH3:1])[C:3]1[N:8]=[C:7]([O:9][CH3:10])[C:6]([C:11]2[C:24]3[C:19](=[CH:20][C:21]([O:27][CH2:28][CH3:29])=[C:22]([O:25][CH3:26])[CH:23]=3)[C@@H:18]3[C@@H:13]([CH2:14][CH2:15][C@@H:16]([OH:30])[CH2:17]3)[N:12]=2)=[CH:5][N:4]=1 |f:4.5|. Procedure details: (2R,4aR,10bR)-6-(2-Dimethylamino-4-methoxy-pyrimidin-5-yl)-9-ethoxy-8-methoxy-1,2,3,4,4a,10b-hexahydro-phenanthridin-2-ol (42.7 mg, 0.1 mmol) are dissolved in 0.5 ml of acetone. 12.8 mg (0.11 mmol) of fumaric acid (dissolved in 0.5 ml of a 82:18 mixture of acetone and isopropanol) are added. The crystals are filtered off and dried to obtain 30.9 mg (57%) of the title compound (m.p.: 123° C.). Starting materials: CC(C)(C)[O-].[Na+] (NaOtBu), CC=1C=C(C=C(C1)C)NN=C(C1=CC=CC=C1)C1=CC=CC=C1 (N-(3,5-Dimethylphenyl)benzophenone hydrazone), BrC1=CC=C(C=C1)C1=CC=CC=C1 (4-bromobiphenyl). The reagents and catalysts are CC(=O)[O-].CC(=O)[O-].[Pd+2] (Pd(OAc)2). The solvent is C1(=CC=CC=C1)C (toluene), C1(=CC=CC=C1)C (toluene). Run at time 2 minute. Product: CC=1C=C(C=C(C1)C)N(N=C(C1=CC=CC=C1)C1=CC=CC=C1)C1=CC=C(C=C1)C1=CC=CC=C1 (N-(3,5-Dimethylphenyl)-N-(4-phenylphenyl)benzophenone hydrazone). Yield: 66.0%. As a reaction SMILES: [CH3:1][C:2]1[CH:3]=[C:4]([NH:9][N:10]=[C:11]([C:18]2[CH:23]=[CH:22][CH:21]=[CH:20][CH:19]=2)[C:12]2[CH:17]=[CH:16][CH:15]=[CH:14][CH:13]=2)[CH:5]=[C:6]([CH3:8])[CH:7]=1.Br[C:25]1[CH:30]=[CH:29][C:28]([C:31]2[CH:36]=[CH:35][CH:34]=[CH:33][CH:32]=2)=[CH:27][CH:26]=1.CC([O-])(C)C.[Na+]>CC([O-])=O.CC([O-])=O.[Pd+2].C1(C)C=CC=CC=1>[CH3:8][C:6]1[CH:5]=[C:4]([N:9]([C:34]2[CH:35]=[CH:36][C:31]([C:28]3[CH:29]=[CH:30][CH:25]=[CH:26][CH:27]=3)=[CH:32][CH:33]=2)[N:10]=[C:11]([C:12]2[CH:17]=[CH:16][CH:15]=[CH:14][CH:13]=2)[C:18]2[CH:23]=[CH:22][CH:21]=[CH:20][CH:19]=2)[CH:3]=[C:2]([CH3:1])[CH:7]=1 |f:2.3,4.5.6|. Procedure: N-(3,5-Dimethylphenyl)benzophenone hydrazone (1.0 equiv., 0.5 mmol, 150 mg), 4-bromobiphenyl (1.0 equiv., 0.5 mmol, 117 mg), Pd(OAc)2 (0.01 equiv, 0.005 mmol, 2 mg), DPE-phos (0.01 equiv, 0.005 mmol, 3 mg), and toluene (1 mL) were added to an oven dried test tube and stirred at room temperature for 2 minutes. NaOtBu (1.4 equiv., 0.7 mmol, 67 mg) and an additional 1 mL toluene were then added. The test tube was then capped with a septum, briefly purged with argon (˜1 min.) and then heated to 100°... The reactants are NC(C=1C=C(CN(C(OC(C)(C)C)=O)CCO)C=CC1)=NO (Tert-butyl {3-[amino(hydroxyimino)methyl]benzyl}(2-hydroxyethyl)carbamate), COCC1=C(C=CC(=C1)C(=O)O)C1=C(C=CC=C1)C (2-(methoxymethyl)-2′-methyl biphenyl-4-carboxylic acid). Procedure details: The title compound was prepared following procedure described for example 141, step 1, but starting from Intermediate 69 (185.62 mg; 0.60 mmol) and Intermediate 28 (161.47 mg; 0.63 mmol), the crude mixture was purified by flash chromatography (cHex/(DCM/EtOAc 1:1) to afford the title compound as a colorless oil. 1H NMR (CDCl3, 300 MHz) δ 8.43 (d, J=1.4 Hz, 1H), 8.17 (dd, J=7.9, 1.9 Hz, 1H), 8.13-8.11 (m, 2H), 7.50 (t, J=8.0 Hz, 1H), 7.43-7.41 (m, 1H), 7.36-7.24 (m, 4H), 7.13 (d, J=7.1 Hz, 1H), 4... Yields the product OCCN(C(OC(C)(C)C)=O)CC1=CC(=CC=C1)C1=NOC(=N1)C1=CC(=C(C=C1)C1=C(C=CC=C1)C)COC (tert-butyl (2-hydroxyethyl)(3-{5-[2-(methoxymethyl)-2′-methylbiphenyl-4-yl]-1,2,4-oxadiazol-3-yl}benzyl)carbamate). RXN SMILES: [NH2:1][C:2](=[N:21][OH:22])[C:3]1[CH:4]=[C:5]([CH:18]=[CH:19][CH:20]=1)[CH2:6][N:7]([CH2:15][CH2:16][OH:17])[C:8](=[O:14])[O:9][C:10]([CH3:13])([CH3:12])[CH3:11].[CH3:23][O:24][CH2:25][C:26]1[CH:31]=[C:30]([C:32](O)=O)[CH:29]=[CH:28][C:27]=1[C:35]1[CH:40]=[CH:39][CH:38]=[CH:37][C:36]=1[CH3:41]>>[OH:17][CH2:16][CH2:15][N:7]([CH2:6][C:5]1[CH:18]=[CH:19][CH:20]=[C:3]([C:2]2[N:1]=[C:32]([C:30]3[CH:29]=[CH:28][C:27]([C:35]4[CH:40]=[CH:39][CH:38]=[CH:37][C:36]=4[CH3:41])=[C:26]([CH2:25][O:24][CH3:23])[CH:31]=3)[O:22][N:21]=2)[CH:4]=1)[C:8](=[O:14])[O:9][C:10]([CH3:12])([CH3:13])[CH3:11].